Dataset: the Open Reaction Database (ORD), a public repository of structured organic reaction records. Task: describe an organic reaction: reactants, conditions, products, and yield Starting materials: ClC1=CN2C(=NC(=CC2=O)CCl)S1 (2-chloro-7-chloromethyl-5H-thiazolo[3,2-a]pyrimidine-5-one), S(=O)(=O)(Cl)Cl (sulfuryl chloride), C(=O)(O)[O-].[Na+] (NaHCO3). Solvent: ClC(C)Cl (dichloroethane). Conditions: time 4 hour. Yields the product ClC1=CN2C(=NC(=C(C2=O)Cl)CCl)S1 (2,6-dichloro-7-chloromethyl-5H-thiazolo[3,2-a]pyrimidine-5-one). The yield is 80.5%. Reaction SMILES: [Cl:1][C:2]1[S:13][C:5]2=[N:6][C:7]([CH2:11][Cl:12])=[CH:8][C:9](=[O:10])[N:4]2[CH:3]=1.S(Cl)([Cl:17])(=O)=O.C([O-])(O)=O.[Na+]>ClC(Cl)C>[Cl:1][C:2]1[S:13][C:5]2=[N:6][C:7]([CH2:11][Cl:12])=[C:8]([Cl:17])[C:9](=[O:10])[N:4]2[CH:3]=1 |f:2.3|. Reported procedure: 2-chloro-7-chloromethyl-5H-thiazolo[3,2-a]pyrimidine-5-one, (6.07 g), prepared according to Example 5, was reacted with sulfuryl chloride (3.8 g) in dichloroethane (150 ml) under stirring at room temperature for 4 hours. The reaction mixture was treated with 5% aqueous NaHCO3 solution then the organic phase was separated and evaporated in vacuo to dryness. Crystallization from methanol gave 5.6 g of 2,6-dichloro-7-chloromethyl-5H-thiazolo[3,2-a]pyrimidine-5-one, m.p. 117°-119° C. dec., which was... RXN SMILES: [Br:11][c:12]1[n:13][c:14]([C:22]([F:23])([F:24])[F:25])[cH:15][cH:16][c:17]1[C:18](=[O:19])[O:20][CH3:21].[CH2:3]([c:4]1[cH:5][cH:6][cH:7][cH:8][cH:9]1)[SH:10].[CH3:27][N:28]([CH3:29])[CH:30]=[O:31].[H-:1].[Na+:2].[OH2:26]>>[CH2:3]([c:4]1[cH:5][cH:6][cH:7][cH:8][cH:9]1)[S:10][c:12]1[n:13][c:14]([C:22]([F:23])([F:24])[F:25])[cH:15][cH:16][c:17]1[C:18](=[O:19])[O:20][CH3:21]. Reactants: COC(=O)c1ccc(C(F)(F)F)nc1Br, SCc1ccccc1, CN(C)C=O, [H-], [Na+], O. The product is COC(=O)c1ccc(C(F)(F)F)nc1SCc1ccccc1. The reactants are COC1=CC(=CC=C1)N (m-anisidine), C(C1=CC=CC=C1)(=O)CC(=O)OCC (ethyl benzoylacetate). Reagents/catalysts: N1=CC=CC=C1 (pyridine). Solvent: C=1(C(=CC=CC1)C)C (xylene). Product: COC=1C=C(C=CC1)NC(CC(C1=CC=CC=C1)=O)=O (N-(3-Methoxyphenyl)benzoylacetamide). As a reaction SMILES: [CH3:1][O:2][C:3]1[CH:8]=[CH:7][CH:6]=[C:5]([NH2:9])[CH:4]=1.[C:10]([CH2:18][C:19](OCC)=[O:20])(=[O:17])[C:11]1[CH:16]=[CH:15][CH:14]=[CH:13][CH:12]=1>N1C=CC=CC=1.C1(C)C(C)=CC=CC=1>[CH3:1][O:2][C:3]1[CH:4]=[C:5]([NH:9][C:19](=[O:20])[CH2:18][C:10](=[O:17])[C:11]2[CH:12]=[CH:13][CH:14]=[CH:15][CH:16]=2)[CH:6]=[CH:7][CH:8]=1. Reported procedure: A solution of m-anisidine (10 g), ethyl benzoylacetate (19 g) and pyridine (2 drops) in xylene (20 mL) was heated to reflux for 5 hr. The mixture was cooled to r.t. and concentrated. The residual material was subjected to chromatography (silica gel; hexane/EtOAc (4:1)), affording the title compound as an oil. The reactants are O=C([O-])[O-], CN(C)C=O, CCC(O)CCCl, [K+], [K+], c1ccc(C(c2ccccc2)N2CCNCC2)cc1. Product: CCC(O)CCN1CCN(C(c2ccccc2)c2ccccc2)CC1. As a reaction SMILES: [C:27](=[O:28])([O-:29])[O-:30].[CH3:33][N:34]([CH3:35])[CH:36]=[O:37].[Cl:20][CH2:21][CH2:22][CH:23]([CH2:24][CH3:25])[OH:26].[K+:31].[K+:32].[c:1]1([CH:7]([c:8]2[cH:9][cH:10][cH:11][cH:12][cH:13]2)[N:14]2[CH2:15][CH2:16][NH:17][CH2:18][CH2:19]2)[cH:2][cH:3][cH:4][cH:5][cH:6]1>>[c:1]1([CH:7]([c:8]2[cH:9][cH:10][cH:11][cH:12][cH:13]2)[N:14]2[CH2:15][CH2:16][N:17]([CH2:21][CH2:22][CH:23]([CH2:24][CH3:25])[OH:26])[CH2:18][CH2:19]2)[cH:2][cH:3][cH:4][cH:5][cH:6]1. Starting materials: C(C)(C)(C)C=1C=C(C(=O)N)C=C(C1O)C(C)(C)C (3,5-di-tert-butyl-4-hydroxybenzamide), ClCC(CC(=O)OC)=O (methyl 4-chloroacetoacetate), O1CCOCC1 (dioxane), C1(=CC=CC=C1)C (toluene). The solvent is O (water). Yields the product COC(CC=1N=C(OC1)C1=CC(=C(C(=C1)C(C)(C)C)O)C(C)(C)C)=O ([2-(3,5-di-tert-butyl-4-hydroxyphenyl)-oxazol-4-yl]-acetic acid methyl ester). Yield: 46.3%. Reaction SMILES: [C:1]([C:5]1[CH:6]=[C:7]([CH:11]=[C:12]([C:15]([CH3:18])([CH3:17])[CH3:16])[C:13]=1[OH:14])[C:8]([NH2:10])=[O:9])([CH3:4])([CH3:3])[CH3:2].Cl[CH2:20][C:21](=O)[CH2:22][C:23]([O:25][CH3:26])=[O:24].O1CCOCC1.C1(C)C=CC=CC=1>O>[CH3:26][O:25][C:23](=[O:24])[CH2:22][C:21]1[N:10]=[C:8]([C:7]2[CH:11]=[C:12]([C:15]([CH3:18])([CH3:17])[CH3:16])[C:13]([OH:14])=[C:5]([C:1]([CH3:4])([CH3:3])[CH3:2])[CH:6]=2)[O:9][CH:20]=1. Procedure details: A mixture of 3,5-di-tert-butyl-4-hydroxybenzamide (5.0 g, 20.0 mmol), methyl 4-chloroacetoacetate (3.01 g, 20.0 mmol), dioxane (30 mL), and toluene (300 mL) was refluxed for 5 days, with continuous water removal (Dean Stark trap). The volatiles were removed in vacuo and the residue waspurified by flash chromatography on silica gel (eluting solvent: hexane/EtOAc 3/1) to give a brown viscous oil (3.2 g). Crystallization of the brown oil from ethyl ether (after cooling to 0° C.) gave a white solid ... Reactants: [Al+3], COC(=O)CCC(=O)O, [Cl-], [Cl-], [Cl-], [Cl-], ClCCCl, [Na+], [OH-], O=C(O)CN(CCN(CC(=O)O)CC(=O)O)CC(=O)O, c1ccc(CCCCn2ccnc2)cc1. Yields the product COC(=O)CCC(=O)c1ccc(CCCCn2ccnc2)cc1. RXN SMILES: [Al+3:27].[CH3:2][O:3][C:4]([CH2:5][CH2:6][C:7](=[O:8])[OH:9])=[O:10].[Cl-:1].[Cl-:26].[Cl-:28].[Cl-:29].[Cl:52][CH2:53][CH2:54][Cl:55].[Na+:51].[OH-:50].[OH:30][C:31]([CH2:32][N:33]([CH2:34][C:35](=[O:36])[OH:37])[CH2:38][CH2:39][N:40]([CH2:41][C:42](=[O:43])[OH:44])[CH2:45][C:46](=[O:47])[OH:48])=[O:49].[c:11]1([CH2:17][CH2:18][CH2:19][CH2:20][n:21]2[cH:22][n:23][cH:24][cH:25]2)[cH:12][cH:13][cH:14][cH:15][cH:16]1>>[CH3:2][O:3][C:4]([CH2:5][CH2:6][C:7](=[O:8])[c:14]1[cH:13][cH:12][c:11]([CH2:17][CH2:18][CH2:19][CH2:20][n:21]2[cH:22][n:23][cH:24][cH:25]2)[cH:16][cH:15]1)=[O:10]. The reactants are CCCC1OC1CO, CCCCCCOc1cnc(-c2ccc3c(O)c(F)c(F)cc3c2F)nc1. Yields the product CCCCCCOc1cnc(-c2ccc3c(OCC4OC4CCC)c(F)c(F)cc3c2F)nc1. RXN SMILES: [CH2:28]([CH2:29][CH3:30])[CH:31]1[CH:32]([CH2:34][OH:35])[O:33]1.[F:1][c:2]1[c:3]([OH:27])[c:4]2[cH:5][cH:6][c:7](-[c:14]3[n:15][cH:16][c:17]([O:20][CH2:21][CH2:22][CH2:23][CH2:24][CH2:25][CH3:26])[cH:18][n:19]3)[c:8]([F:13])[c:9]2[cH:10][c:11]1[F:12]>>[F:1][c:2]1[c:3]([O:27][CH2:34][CH:32]2[CH:31]([CH2:28][CH2:29][CH3:30])[O:33]2)[c:4]2[cH:5][cH:6][c:7](-[c:14]3[n:15][cH:16][c:17]([O:20][CH2:21][CH2:22][CH2:23][CH2:24][CH2:25][CH3:26])[cH:18][n:19]3)[c:8]([F:13])[c:9]2[cH:10][c:11]1[F:12]. Starting materials: Cl (HCl), COC(=O)CCCCCN1C(=C(C2=CC=CC=C12)C)N1C=NC=C1 (1-(5-methoxycarbonylpentyl)-2-(1-imidazolyl)-3-methylindole), [OH-].[Na+] (NaOH), Cl (HCl). The solvent is C(C)O (ethanol), C(C)O (ethanol), C(C)OCC (diethyl ether). Reaction conditions: time 1.3 hour. Yields the product Cl.C(=O)(O)CCCCCN1C(=C(C2=CC=CC=C12)C)N1C=NC=C1 (1-(5-carboxypentyl)-2-(1-imidazolyl)-3-methylindole hydrochloride). RXN SMILES: C[O:2][C:3]([CH2:5][CH2:6][CH2:7][CH2:8][CH2:9][N:10]1[C:18]2[C:13](=[CH:14][CH:15]=[CH:16][CH:17]=2)[C:12]([CH3:19])=[C:11]1[N:20]1[CH:24]=[CH:23][N:22]=[CH:21]1)=[O:4].[OH-].[Na+].[ClH:27]>C(O)C.C(OCC)C>[ClH:27].[C:3]([CH2:5][CH2:6][CH2:7][CH2:8][CH2:9][N:10]1[C:18]2[C:13](=[CH:14][CH:15]=[CH:16][CH:17]=2)[C:12]([CH3:19])=[C:11]1[N:20]1[CH:24]=[CH:23][N:22]=[CH:21]1)([OH:4])=[O:2] |f:1.2,6.7|. Reported procedure: A mixture of 1-(5-methoxycarbonylpentyl)-2-(1-imidazolyl)-3-methylindole (1.80 g) and 30 ml of 3N NaOH is stirred at room temperature for 1.3 hours. The resulting clear, yellow solution is neutralized to pH 6 with 2N HCl. The resulting suspension is extracted with ethyl acetate (2×50 ml). The organic extract is washed with a saturated NaCl solution (1×25 ml), dried (MgSO4), filtered, and concentrated in vacuo to give a cream-colored solid. The solid is dissolved in ethanol and the solution treat...